Dataset: the Open Reaction Database (ORD), a public repository of structured organic reaction records. Task: describe an organic reaction: reactants, conditions, products, and yield Starting materials: CC1=CC=C(C=C1)C1(C2=CC=CC=C2SC=2C=CC=CC12)O (9-(4-methylphenyl)-9H-thioxanthen-9-ol), COC([C@@H](NC(=O)OCC1C2=CC=CC=C2C=2C=CC=CC12)CO)=O (Nα -(9-fluorenylmethoxycarbonyl)-L-serine methyl ester). The product is CC1=CC=C(C=C1)C1(C2=CC=CC=C2SC=2C=CC=CC12)OC[C@H](N)C(=O)O (O-[9-(4-Methylphenyl)-9H-thioxanthen-9-yl]-L-serine). Reaction SMILES: [CH3:1][C:2]1[CH:7]=[CH:6][C:5]([C:8]2([OH:22])[C:21]3[CH:20]=[CH:19][CH:18]=[CH:17][C:16]=3[S:15][C:14]3[C:9]2=[CH:10][CH:11]=[CH:12][CH:13]=3)=[CH:4][CH:3]=1.C[O:24][C:25](=[O:47])[C@H:26]([CH2:45]O)[NH:27]C(OCC1C2C=CC=CC=2C2C1=CC=CC=2)=O>>[CH3:1][C:2]1[CH:3]=[CH:4][C:5]([C:8]2([O:22][CH2:45][C@@H:26]([C:25]([OH:47])=[O:24])[NH2:27])[C:9]3[CH:10]=[CH:11][CH:12]=[CH:13][C:14]=3[S:15][C:16]3[C:21]2=[CH:20][CH:19]=[CH:18][CH:17]=3)=[CH:6][CH:7]=1. Procedure: from 9-(4-methylphenyl)-9H-thioxanthen-9-ol (Example 1p) and Nα -(9-fluorenylmethoxycarbonyl)-L-serine methyl ester; Starting materials: C(C)O (ethanol), OS(=O)(=O)O (H2SO4), NC=1SC2=C(N1)C=CC(=C2)C(C#N)C (2-amino-α-methyl benzothiazole-6-acetonitrile). Solvent: O (water). The product is NC=1SC2=C(N1)C=CC(=C2)C(C(=O)OCC)C (ethyl 2-amino-α-methylbenzothiazole-6-acetate). Yield: 61.0%. Reaction SMILES: [CH2:1]([OH:3])[CH3:2].[OH:4]S(O)(=O)=O.[NH2:9][C:10]1[S:11][C:12]2[CH:18]=[C:17]([CH:19]([CH3:22])[C:20]#N)[CH:16]=[CH:15][C:13]=2[N:14]=1>O>[NH2:9][C:10]1[S:11][C:12]2[CH:18]=[C:17]([CH:19]([CH3:22])[C:20]([O:3][CH2:1][CH3:2])=[O:4])[CH:16]=[CH:15][C:13]=2[N:14]=1. Reported procedure: A stirred solution of 10 ml of 95% ethanol, 10 g of conc. H2SO4, and 0.5 g of the compound of Step A above was heated at reflux for 20 hours and the mixture was then cooled, diluted with water and the ethanol was evaporated off. The resulting solution was neutralized with sodium bicarbonate to obtain a solid which was collected and crystallized from methanol/water to obtain 0.38 g (61%) of ethyl 2-amino-α-methylbenzothiazole-6-acetate as off-white needles melting at 146° C. Reactants: CCO, CC(=O)O, NC1=Nc2ccccc2C(c2ccccc2)=NC1, NN, O. The product is NNC1=Nc2ccccc2C(c2ccccc2)=NC1. RXN SMILES: [CH3:19][CH2:20][OH:21].[CH3:25][C:26](=[O:27])[OH:28].[NH2:1][C:2]1=[N:3][c:4]2[c:5]([cH:15][cH:16][cH:17][cH:18]2)[C:6]([c:9]2[cH:10][cH:11][cH:12][cH:13][cH:14]2)=[N:7][CH2:8]1.[NH2:23][NH2:24].[OH2:22]>>[NH:1]([C:2]1=[N:3][c:4]2[c:5]([cH:15][cH:16][cH:17][cH:18]2)[C:6]([c:9]2[cH:10][cH:11][cH:12][cH:13][cH:14]2)=[N:7][CH2:8]1)[NH2:23]. Starting materials: 1E, BrC1=C2C(C(N(C2=CC=C1)CCCCC)=O)C1=CC2=C(OCO2)C=C1O (4-bromo-3-(6-hydroxy-1,3-benzodioxol-5-yl)-1-pentyl-1,3-dihydro-2H-indol-2-one), C1(=CC=CC=C1)C(N1C(C(C2=CC=CC=C12)C1=C(C=C(C=C1)OC(F)(F)F)O)=O)C1=CC=CC=C1 (1-(diphenylmethyl)-3-[2-hydroxy-4-(trifluoromethoxy)phenyl]-1,3-dihydro-2H-indol-2-one). The product is C1(=CC=CC=C1)C(N1C(C(C2=CC=CC=C12)(C1=C(C=C(C=C1)OC(F)(F)F)O)CO)=O)C1=CC=CC=C1 (1-(diphenylmethyl)-3-(hydroxymethyl)-3-[2-hydroxy-4-(trifluoromethoxy)phenyl]-1,3-dihydro-2H-indol-2-one). As a reaction SMILES: BrC1C=CC=C2C=1C(C1C(O)=CC3OCOC=3C=1)[C:5](=[O:16])N2CCCCC.[C:27]1([CH:33]([C:56]2[CH:61]=[CH:60][CH:59]=[CH:58][CH:57]=2)[N:34]2[C:42]3[C:37](=[CH:38][CH:39]=[CH:40][CH:41]=3)[CH:36]([C:43]3[CH:48]=[CH:47][C:46]([O:49][C:50]([F:53])([F:52])[F:51])=[CH:45][C:44]=3[OH:54])[C:35]2=[O:55])[CH:32]=[CH:31][CH:30]=[CH:29][CH:28]=1>>[C:27]1([CH:33]([C:56]2[CH:61]=[CH:60][CH:59]=[CH:58][CH:57]=2)[N:34]2[C:42]3[C:37](=[CH:38][CH:39]=[CH:40][CH:41]=3)[C:36]([CH2:5][OH:16])([C:43]3[CH:48]=[CH:47][C:46]([O:49][C:50]([F:52])([F:53])[F:51])=[CH:45][C:44]=3[OH:54])[C:35]2=[O:55])[CH:28]=[CH:29][CH:30]=[CH:31][CH:32]=1. Procedure: Following the procedure as described in PREPARATION 1E, and making non-critical variations to replace 4-bromo-3-(6-hydroxy-1,3-benzodioxol-5-yl)-1-pentyl-1,3-dihydro-2H-indol-2-one with 1-(diphenylmethyl)-3-[2-hydroxy-4-(trifluoromethoxy)phenyl]-1,3-dihydro-2H-indol-2-one, the title compound was obtained: MS (ES+) m/z 488 (M−17), 528 (M+23). Reactants: OCC1C(C(N(C1)C(C)C1=CC=CC=C1)=O)(C1=CC=CC=C1)C1=CC=CC=C1 (4-(hydroxymethyl)-3,3-diphenyl-1-(1-phenylethyl)-2-pyrrolidinone), S(=O)(Cl)Cl (thionylchloride), N1=CC=CC=C1 (pyridine). The solvent is C(Cl)(Cl)Cl (chloroform). Product: ClCC1C(C(N(C1)C(C)C1=CC=CC=C1)=O)(C1=CC=CC=C1)C1=CC=CC=C1 (4-(Chloromethyl)-3,3-diphenyl-1-(1-phenylethyl)-2-pyrrolidinone). RXN SMILES: O[CH2:2][CH:3]1[CH2:7][N:6]([CH:8]([C:10]2[CH:15]=[CH:14][CH:13]=[CH:12][CH:11]=2)[CH3:9])[C:5](=[O:16])[C:4]1([C:23]1[CH:28]=[CH:27][CH:26]=[CH:25][CH:24]=1)[C:17]1[CH:22]=[CH:21][CH:20]=[CH:19][CH:18]=1.S(Cl)([Cl:31])=O.N1C=CC=CC=1>C(Cl)(Cl)Cl>[Cl:31][CH2:2][CH:3]1[CH2:7][N:6]([CH:8]([C:10]2[CH:15]=[CH:14][CH:13]=[CH:12][CH:11]=2)[CH3:9])[C:5](=[O:16])[C:4]1([C:23]1[CH:28]=[CH:27][CH:26]=[CH:25][CH:24]=1)[C:17]1[CH:22]=[CH:21][CH:20]=[CH:19][CH:18]=1. Reported procedure: To 34.0 g. (0.09 mole) of 4-(hydroxymethyl)-3,3-diphenyl-1-(1-phenylethyl)-2-pyrrolidinone in 200 ml. of chloroform was added 25.0 g. (0.20 mole) of thionylchloride. To this solution with stirring and ice bath cooling was added dropwise, 20.0 g. (0.26 mole) of dry pyridine maintaining the reaction mixture at 25° C. The solution was refluxed for 1.5 hours, concentrated in vacuo and the residue was dissolved in chloroform. The solution was washed successively with dilute hydrochloric acid solution... The reactants are O=Cc1cc(Br)cc2ccoc12, C1COCCO1, CCCC[Sn](CO)(CCCC)CCCC, [Pd], c1ccc(P(c2ccccc2)c2ccccc2)cc1, c1ccc(P(c2ccccc2)c2ccccc2)cc1, c1ccc(P(c2ccccc2)c2ccccc2)cc1, c1ccc(P(c2ccccc2)c2ccccc2)cc1. The product is O=Cc1cc(CO)cc2ccoc12. RXN SMILES: [Br:1][c:2]1[cH:3][c:4]([CH:11]=[O:12])[c:5]2[c:6]([cH:7][cH:8][o:9]2)[cH:10]1.[O:28]1[CH2:29][CH2:30][O:31][CH2:32][CH2:33]1.[OH:13][CH2:14][Sn:15]([CH2:16][CH2:17][CH2:18][CH3:19])([CH2:20][CH2:21][CH2:22][CH3:23])[CH2:24][CH2:25][CH2:26][CH3:27].[Pd:34].[c:35]1([P:36]([c:37]2[cH:38][cH:39][cH:40][cH:41][cH:42]2)[c:43]2[cH:44][cH:45][cH:46][cH:47][cH:48]2)[cH:49][cH:50][cH:51][cH:52][cH:53]1.[c:54]1([P:55]([c:56]2[cH:57][cH:58][cH:59][cH:60][cH:61]2)[c:62]2[cH:63][cH:64][cH:65][cH:66][cH:67]2)[cH:68][cH:69][cH:70][cH:71][cH:72]1.[c:73]1([P:74]([c:75]2[cH:76][cH:77][cH:78][cH:79][cH:80]2)[c:81]2[cH:82][cH:83][cH:84][cH:85][cH:86]2)[cH:87][cH:88][cH:89][cH:90][cH:91]1.[c:92]1([P:93]([c:94]2[cH:95][cH:96][cH:97][cH:98][cH:99]2)[c:100]2[cH:101][cH:102][cH:103][cH:104][cH:105]2)[cH:106][cH:107][cH:108][cH:109][cH:110]1>>[c:2]1([CH2:14][OH:13])[cH:3][c:4]([CH:11]=[O:12])[c:5]2[c:6]([cH:7][cH:8][o:9]2)[cH:10]1. Reactants: O (water), C(CCCCC)N1CC2C(C2C1)(CC(F)(F)F)NC1=CC=CC=C1 (3-Hexyl-6-(2,2,2-trifluoroethyl)-3-azabicyclo[3.1.0]hex-6-yl aniline), ClCCl (dichloromethane), CS(=O)(=O)Cl (methanesulfonyl chloride), N1=CC=CC=C1 (Pyridine). Conditions: temperature -12 celsius, time 3 hour. The product is C(CCCCC)N1CC2C(C2C1)(CC(F)(F)F)C=1C=C(C=CC1)NS(=O)(=O)C (N-{3-[3-Hexyl-6-(2,2,2-trifluoroethyl)-3-azabicyclo[3.1.0]hex-6-yl]phenyl}methane sulfonamide). The yield is 40.0%. Reaction SMILES: [CH2:1]([N:7]1[CH2:12][CH:11]2[CH:9]([C:10]2(NC2C=CC=CC=2)[CH2:13][C:14]([F:17])([F:16])[F:15])[CH2:8]1)[CH2:2][CH2:3][CH2:4][CH2:5][CH3:6].[N:25]1[CH:30]=[CH:29][CH:28]=[CH:27][CH:26]=1.[CH3:31][S:32](Cl)(=[O:34])=[O:33].O.Cl[CH2:38]Cl>>[CH2:1]([N:7]1[CH2:8][CH:9]2[CH:11]([C:10]2([C:26]2[CH:38]=[C:30]([NH:25][S:32]([CH3:31])(=[O:34])=[O:33])[CH:29]=[CH:28][CH:27]=2)[CH2:13][C:14]([F:15])([F:16])[F:17])[CH2:12]1)[CH2:2][CH2:3][CH2:4][CH2:5][CH3:6]. Reported procedure: 3-[3-Hexyl-6-(2,2,2-trifluoroethyl)-3-azabicyclo[3.1.0]hex-6-yl aniline (Preparation 101, 143 mg, 0.42 mmol) was dissolved in anhydrous dichloromethane (3 ml) in a dry, nitrogen-flushed flask and cooled to −12° C. in an ice/methanol bath. Pyridine (54 μl, 0.67 mmol) was added dropwise followed by methanesulfonyl chloride (39 μl, 0.50 mmol). The mixture was allowed to slowly warm to room temperature, whereupon its colour changed from yellow to bright amber. After 3 h, the mixture was treated with... Reactants: CC(C)=O, CI, COc1cccc2c1NC(=S)NC2C. Product: COc1cccc2c1N=C(SC)NC2C, I. As a reaction SMILES: [CH3:17][C:18](=[O:19])[CH3:20].[CH3:1][I:2].[CH3:3][O:4][c:5]1[cH:6][cH:7][cH:8][c:9]2[c:14]1[NH:13][C:12](=[S:15])[NH:11][CH:10]2[CH3:16]>>[CH3:1][S:15][C:12]1=[N:13][c:14]2[c:5]([O:4][CH3:3])[cH:6][cH:7][cH:8][c:9]2[CH:10]([CH3:16])[NH:11]1.[IH:2]. The reactants are BrC1=C(C(=CC(=C1)C)C)/C=C/C1OCC(CO1)(C)C ((E)-2-[2-(2-bromo-4,6-dimethylphenyl)ethenyl]-5,5-dimethyl-1,3-dioxane), C(CCCCCCCCC)=O (n-decanal). The product is CC1(COC(OC1)/C=C/C1=C(C=C(C=C1C)C)C(O)CCCCCCCCC)C ((E)-2-[2-(5,5-dimethyl-1,3-dioxan-2-yl)ethenyl]3,5-dimethyl-α-nonylbenzenemethanol). Isolated yield 38.0%. Reaction SMILES: Br[C:2]1[CH:7]=[C:6]([CH3:8])[CH:5]=[C:4]([CH3:9])[C:3]=1/[CH:10]=[CH:11]/[CH:12]1[O:17][CH2:16][C:15]([CH3:19])([CH3:18])[CH2:14][O:13]1.[CH:20](=[O:30])[CH2:21][CH2:22][CH2:23][CH2:24][CH2:25][CH2:26][CH2:27][CH2:28][CH3:29]>>[CH3:18][C:15]1([CH3:19])[CH2:16][O:17][CH:12](/[CH:11]=[CH:10]/[C:3]2[C:4]([CH3:9])=[CH:5][C:6]([CH3:8])=[CH:7][C:2]=2[CH:20]([CH2:21][CH2:22][CH2:23][CH2:24][CH2:25][CH2:26][CH2:27][CH2:28][CH3:29])[OH:30])[O:13][CH2:14]1. Reported procedure: In the manner described in Example 1, (E)-2-[2-(2-bromo-4,6-dimethylphenyl)ethenyl]-5,5-dimethyl-1,3-dioxane was reacted with n-decanal to obtain (E)-2-[2-(5,5-dimethyl-1,3-dioxan-2-yl)ethenyl]3,5-dimethyl-α-nonylbenzenemethanol as a white solid (955.4 mg, 38%): 59°-61° C.; IR (KBr) 3320, 2900, 2820, 1460 and 1375 cm-1 ; NMR (DMSO-d6) δ 0.72 (3H, s), 0.86 (3H, t, J=8 Hz), 1.14 (3H, s), 1.22 (14H, broad singlet), 1.40-1.56 (2H, m), 2.18 (3H, s), 2.26 (3H, s), 3.54 (2H, d, J=12 Hz), 3.64 (2H, d, J...